Dataset: the Open Reaction Database (ORD), a public repository of structured organic reaction records. Task: describe an organic reaction: reactants, conditions, products, and yield The reactants are CCOC(=O)C(C)C(=O)OCC, [H-], [Na+], BrCCCc1ccccc1. Yields the product CCOC(=O)C(C)(CCCc1ccccc1)C(=O)OCC. Reaction SMILES: [CH3:1][CH:2]([C:3](=[O:4])[O:5][CH2:6][CH3:7])[C:8](=[O:9])[O:10][CH2:11][CH3:12].[H-:23].[Na+:24].[c:13]1([CH2:19][CH2:20][CH2:21][Br:22])[cH:14][cH:15][cH:16][cH:17][cH:18]1>>[CH3:1][C:2]([C:3](=[O:4])[O:5][CH2:6][CH3:7])([C:8](=[O:9])[O:10][CH2:11][CH3:12])[CH2:21][CH2:20][CH2:19][c:13]1[cH:14][cH:15][cH:16][cH:17][cH:18]1. Starting materials: ClC1=C2C(=NC=C1)C=C(S2)[Sn](CCCC)(CCCC)CCCC (7-Chloro-2-(tributylstannyl)thieno[3,2-b]pyridine), BrC1=CC=C(CN2C[C@H](CC2)O)C=C1 ((S)-1-(4-Bromobenzyl)pyrrolidin-3-ol), CO.CCOC(=O)C (MeOH EtOAc). Reagents/catalysts: C=1C=CC(=CC1)[P](C=2C=CC=CC2)(C=3C=CC=CC3)[Pd]([P](C=4C=CC=CC4)(C=5C=CC=CC5)C=6C=CC=CC6)([P](C=7C=CC=CC7)(C=8C=CC=CC8)C=9C=CC=CC9)[P](C=1C=CC=CC1)(C=1C=CC=CC1)C=1C=CC=CC1 (Pd(PPh3)4). Run in C1(=CC=CC=C1)C (toluene). The product is ClC1=C2C(=NC=C1)C=C(S2)C2=CC=C(CN1C[C@H](CC1)O)C=C2 ((S)-1-(4-(7-Chlorothieno[3,2-b]pyridin-2-yl)benzyl)pyrrolidin-3-ol). The yield is 70.9%. Reaction SMILES: [Cl:1][C:2]1[CH:7]=[CH:6][N:5]=[C:4]2[CH:8]=[C:9]([Sn](CCCC)(CCCC)CCCC)[S:10][C:3]=12.Br[C:25]1[CH:37]=[CH:36][C:28]([CH2:29][N:30]2[CH2:34][CH2:33][C@H:32]([OH:35])[CH2:31]2)=[CH:27][CH:26]=1.CO.CCOC(C)=O>C1(C)C=CC=CC=1.C1C=CC([P]([Pd]([P](C2C=CC=CC=2)(C2C=CC=CC=2)C2C=CC=CC=2)([P](C2C=CC=CC=2)(C2C=CC=CC=2)C2C=CC=CC=2)[P](C2C=CC=CC=2)(C2C=CC=CC=2)C2C=CC=CC=2)(C2C=CC=CC=2)C2C=CC=CC=2)=CC=1>[Cl:1][C:2]1[CH:7]=[CH:6][N:5]=[C:4]2[CH:8]=[C:9]([C:25]3[CH:37]=[CH:36][C:28]([CH2:29][N:30]4[CH2:34][CH2:33][C@H:32]([OH:35])[CH2:31]4)=[CH:27][CH:26]=3)[S:10][C:3]=12 |f:2.3,^1:56,58,77,96|. Procedure details: To a solution of 98 (2.44 g, 5.30 mmol) and bromide 97 (1.3 g, 5.07 mmol) in dry toluene (30 mL) was added Pd(PPh3)4 (290 mg, 0.25 mmol). The reaction mixture was heated to reflux for 1.5 h, cooled to room temperature and the solvent was removed under reduced pressure. The resultant solid was purified by column chromatography, eluents EtOAc-Hexane (1:1) then MeOH/EtOAc (20:80), to afford title compound 99 (1.24 g, 71% yield) as a white solid. MS (m/z): 345.1/347.1 (M+H). Reactants: COC(=O)C=P(c1ccccc1)(c1ccccc1)c1ccccc1, Cc1ccccc1, O=Cc1ccccc1O. Yields the product COC(=O)C=Cc1ccccc1O. RXN SMILES: [CH3:10][O:11][C:12](=[O:13])[CH:14]=[P:15]([c:16]1[cH:17][cH:18][cH:19][cH:20][cH:21]1)([c:22]1[cH:23][cH:24][cH:25][cH:26][cH:27]1)[c:28]1[cH:29][cH:30][cH:31][cH:32][cH:33]1.[CH3:34][c:35]1[cH:36][cH:37][cH:38][cH:39][cH:40]1.[CH:1](=[O:2])[c:3]1[cH:4][cH:5][cH:6][cH:7][c:8]1[OH:9]>>[CH:1]([c:3]1[cH:4][cH:5][cH:6][cH:7][c:8]1[OH:9])=[CH:14][C:12]([O:11][CH3:10])=[O:13]. The reactants are CCOC(=O)c1cc(C#CCN(C)C(=O)OC(C)(C)C)cc(C(=O)OCC)c1, CO, [Pd]. The product is CCOC(=O)c1cc(CCCN(C)C(=O)OC(C)(C)C)cc(C(=O)OCC)c1. RXN SMILES: [CH2:1]([CH3:2])[O:3][C:4](=[O:5])[c:6]1[cH:7][c:8]([C:24](=[O:25])[O:26][CH2:27][CH3:28])[cH:9][c:10]([C:12]#[C:13][CH2:14][N:15]([CH3:16])[C:17](=[O:18])[O:19][C:20]([CH3:21])([CH3:22])[CH3:23])[cH:11]1.[CH3:29][OH:30].[Pd:31]>>[CH2:1]([CH3:2])[O:3][C:4](=[O:5])[c:6]1[cH:7][c:8]([C:24](=[O:25])[O:26][CH2:27][CH3:28])[cH:9][c:10]([CH2:12][CH2:13][CH2:14][N:15]([CH3:16])[C:17](=[O:18])[O:19][C:20]([CH3:21])([CH3:22])[CH3:23])[cH:11]1. Reactants: OC1=C(C(N(C2=NC=CC=C12)CCC(C)C)=O)C1=NS(C2=C(N1)C=CC(=C2)NS(=O)(=O)C2=C(C=CC=C2)[N+](=O)[O-])(=O)=O (N-[3-(4-hydroxy-1-isopentyl-2-oxo-1,2-dihydro-1,8-naphthyridin-3-yl)-1,1-dioxido-4H-1,2,4-benzothiadiazin-7-yl]-2-nitrobenzenesulfonamide), [NH4+].[Cl-] (NH4Cl). Reagents/catalysts: [Fe] (iron). Run in CO.O1CCCC1.O (methanol tetrahydrofuran water). Run at temperature 60 celsius. Product: NC1=C(C=CC=C1)S(=O)(=O)NC1=CC2=C(NC(=NS2(=O)=O)C=2C(N(C3=NC=CC=C3C2O)CCC(C)C)=O)C=C1 (2-amino-N-[3-(4-hydroxy-1-isopentyl-2-oxo-1,2-dihydro-1,8-naphthyridin-3-yl)-1,1-dioxido-4H-1,2,4-benzothiadiazin-7-yl]benzenesulfonamide). The yield is 92.4%. As a reaction SMILES: [OH:1][C:2]1[C:11]2[C:6](=[N:7][CH:8]=[CH:9][CH:10]=2)[N:5]([CH2:12][CH2:13][CH:14]([CH3:16])[CH3:15])[C:4](=[O:17])[C:3]=1[C:18]1[NH:23][C:22]2[CH:24]=[CH:25][C:26]([NH:28][S:29]([C:32]3[CH:37]=[CH:36][CH:35]=[CH:34][C:33]=3[N+:38]([O-])=O)(=[O:31])=[O:30])=[CH:27][C:21]=2[S:20](=[O:42])(=[O:41])[N:19]=1.[NH4+].[Cl-]>CO.O1CCCC1.O.[Fe]>[NH2:38][C:33]1[CH:34]=[CH:35][CH:36]=[CH:37][C:32]=1[S:29]([NH:28][C:26]1[CH:25]=[CH:24][C:22]2[NH:23][C:18]([C:3]3[C:4](=[O:17])[N:5]([CH2:12][CH2:13][CH:14]([CH3:16])[CH3:15])[C:6]4[C:11]([C:2]=3[OH:1])=[CH:10][CH:9]=[CH:8][N:7]=4)=[N:19][S:20](=[O:42])(=[O:41])[C:21]=2[CH:27]=1)(=[O:31])=[O:30] |f:1.2,3.4.5|. Procedure: A mixture of the product of Example 409A (8 mg, 0.013 mmol), iron powder (5.0 mg, 0.089 mmol), and NH4Cl (1Mg, 0.019 mmol) in methanol:tetrahydrofuran:water (2:2:1,10 mL) was heated at 60° C. for 2 hour. The solution filtered through Celite® and washed with THF. The solution was concentrated and the residue was diluted with water, and extracted with ethyl acetate. The organic layer was washed with water, dried with MgSO4, filtered and concentrated to give title compound (7 mg, 92%). 1H NMR (300 ... Starting materials: CS(=O)(=O)O (Methanesulfonic acid), C(C1=CC(OC)=C(OC)C=C1)NC(=N)N (veratrylguanidine). The solvent is CO (methanol). Run at time 1 hour. Product: CS(=O)(=O)O.C(C1=CC(OC)=C(OC)C=C1)NC(=N)N (veratrylguanidine methanesulfonate). Isolated yield 82.6%. RXN SMILES: [CH3:1][S:2]([OH:5])(=[O:4])=[O:3].[CH2:6]([NH:17][C:18]([NH2:20])=[NH:19])[C:7]1[CH:16]=[CH:15][C:12]([O:13][CH3:14])=[C:9]([O:10][CH3:11])[CH:8]=1>CO>[CH3:1][S:2]([OH:5])(=[O:4])=[O:3].[CH2:6]([NH:17][C:18]([NH2:20])=[NH:19])[C:7]1[CH:16]=[CH:15][C:12]([O:13][CH3:14])=[C:9]([O:10][CH3:11])[CH:8]=1 |f:3.4|. Reported procedure: Methanesulfonic acid (7.8 ml; 0.120 mol) is introduced into a suspension of veratrylguanidine (25 g; 0.119 mol) in 240 ml of methanol. The mixture is stirred at room temperature for one hour. The methanol is evaporated under vacuum, the oil obtained is precipitated by stirring for 15 min in tetrahydrofuran. The white solid is filtered, rinsed with tetrahydrofuran and ether and then dried under vacuum. 30 g of veratrylguanidine methanesulfonate are obtained with a yield of 82%. The reactants are CC([O-])=S, CC1C(OS(C)(=O)=O)CC(=O)N1Cc1ccc(Oc2ccccc2)cc1, [K+]. Product: CC(=O)SC1CC(=O)N(Cc2ccc(Oc3ccccc3)cc2)C1C. RXN SMILES: [C:27]([CH3:28])(=[S:29])[O-:30].[CH3:1][S:2]([O:3][CH:6]1[CH2:7][C:8](=[O:26])[N:9]([CH2:12][c:13]2[cH:14][cH:15][c:16]([O:19][c:20]3[cH:21][cH:22][cH:23][cH:24][cH:25]3)[cH:17][cH:18]2)[CH:10]1[CH3:11])(=[O:4])=[O:5].[K+:31]>>[CH:6]1([S:29][C:27]([CH3:28])=[O:30])[CH2:7][C:8](=[O:26])[N:9]([CH2:12][c:13]2[cH:14][cH:15][c:16]([O:19][c:20]3[cH:21][cH:22][cH:23][cH:24][cH:25]3)[cH:17][cH:18]2)[CH:10]1[CH3:11].